Dataset: the Open Reaction Database (ORD), a public repository of structured organic reaction records. Task: describe an organic reaction: reactants, conditions, products, and yield Starting materials: CO, CC(CCc1ccc(C#CCCCC2CCCCC2)s1)C(N)O, [Na+], [OH-], O=S(=O)(O)O. Yields the product CC(CCc1ccc(C(=O)CCCCC2CCCCC2)s1)C(N)O. Reaction SMILES: [CH3:31][OH:32].[NH2:1][CH:2]([CH:3]([CH2:4][CH2:5][c:6]1[s:7][c:8]([C:11]#[C:12][CH2:13][CH2:14][CH2:15][CH:16]2[CH2:17][CH2:18][CH2:19][CH2:20][CH2:21]2)[cH:9][cH:10]1)[CH3:22])[OH:23].[Na+:30].[OH-:29].[S:24]([OH:25])(=[O:26])(=[O:27])[OH:28]>>[NH2:1][CH:2]([CH:3]([CH2:4][CH2:5][c:6]1[s:7][c:8]([C:11]([CH2:12][CH2:13][CH2:14][CH2:15][CH:16]2[CH2:17][CH2:18][CH2:19][CH2:20][CH2:21]2)=[O:25])[cH:9][cH:10]1)[CH3:22])[OH:23].